From a dataset of the Open Reaction Database (ORD), a public repository of structured organic reaction records. describe an organic reaction: reactants, conditions, products, and yield Starting materials: C1CCOC1, C[SH]1C=Cc2nc(Cl)nc(Cl)c21, [NH4+], [OH-]. Product: C[SH]1C=Cc2nc(Cl)nc(N)c21. RXN SMILES: [CH2:15]1[O:16][CH2:17][CH2:18][CH2:19]1.[Cl:1][c:2]1[n:3][c:4]2[c:5]([c:6]([Cl:8])[n:7]1)[SH:9]([CH3:12])[CH:10]=[CH:11]2.[NH4+:13].[OH-:14]>>[Cl:1][c:2]1[n:3][c:4]2[c:5]([c:6]([NH2:13])[n:7]1)[SH:9]([CH3:12])[CH:10]=[CH:11]2. The solvent is O (water). Yield: 50.0%. RXN SMILES: [N:1]1([C:12](=[O:13])[C:11]2[NH:10][CH:9]=[N:8][C:7]=2[N:5]([CH3:6])[C:3]1=[O:4])[CH3:2].[N+:14]([C:17]1[CH:22]=[CH:21][C:20](CCBr)=[CH:19][CH:18]=1)([O-:16])=[O:15].[OH-].[Na+].[CH:28]([OH:31])(C)[CH3:29]>O>[CH3:2][N:1]1[C:12](=[O:13])[C:11]2[N:10]([C:20]3[CH:19]=[CH:18][C:17]([N+:14]([O-:16])=[O:15])([O:31][CH2:28][CH3:29])[CH2:22][CH:21]=3)[CH:9]=[N:8][C:7]=2[N:5]([CH3:6])[C:3]1=[O:4] |f:2.3|. Procedure: A mixture of 0.59 g (3.26 mmole) of theophylline, 1.5 g (6,52 mmole) of 2-(4-nitrophenyl)ethyl bromide, 0.13 g (3.26 mmole) of NaOH pellets in 4 ml of water and 8 ml of isopropanol is heated to reflux for 24 hours. After returning to 23° C., the insoluble portion is filtered and the filtrate is extracted with 25 ml of CH2Cl2. The organic phase is washed with 10 ml of water followed by 10 ml of brine. After drying over sodium sulphate, filtration and concentration to dryness, the residue is purif... Starting materials: C(C)(C)O (isopropanol), N1(C)C(=O)N(C)C=2N=CNC2C1=O (theophylline), [N+](=O)([O-])C1=CC=C(C=C1)CCBr (2-(4-nitrophenyl)ethyl bromide), [OH-].[Na+] (NaOH). The product is CN1C(N(C=2N=CN(C2C1=O)C1=CCC(C=C1)(OCC)[N+](=O)[O-])C)=O (1,3-dimethyl-7-(4-nitrophenetyl)-3,7-dihydro-1H-purine-2,6-dione).